The task is: describe an organic reaction: reactants, conditions, products, and yield. This data is from the Open Reaction Database (ORD), a public repository of structured organic reaction records. Starting materials: [O-][n+]1cc(OCc2ccccc2)ccc1C1CO1, CC(C)(C)N, CO. Reaction SMILES: [CH2:1]([c:2]1[cH:3][cH:4][cH:5][cH:6][cH:7]1)[O:8][c:9]1[cH:10][cH:11][c:12]([CH:16]2[CH2:17][O:18]2)[n+:13]([O-:15])[cH:14]1.[CH3:19][C:20]([CH3:21])([CH3:22])[NH2:23].[CH3:24][OH:25]>>[CH2:1]([c:2]1[cH:3][cH:4][cH:5][cH:6][cH:7]1)[O:8][c:9]1[cH:10][cH:11][c:12]([CH:16]([CH2:17][NH:23][C:20]([CH3:19])([CH3:21])[CH3:22])[OH:18])[n+:13]([O-:15])[cH:14]1. Yields the product CC(C)(C)NCC(O)c1ccc(OCc2ccccc2)c[n+]1[O-]. Reactants: CCNC(=O)NN(C)CC(=O)O, CCOC(OCC)C(C)N(Cc1csc2ccccc12)C(=O)C(N)CC(=O)NC(c1ccccc1)(c1ccccc1)c1ccccc1. The product is CCNC(=O)NN(C)CC(=O)NC(CC(=O)NC(c1ccccc1)(c1ccccc1)c1ccccc1)C(=O)N(Cc1csc2ccccc12)C(C)C(OCC)OCC. RXN SMILES: [CH2:1]([CH3:2])[NH:3][C:4](=[O:5])[NH:6][N:7]([CH3:8])[CH2:9][C:10](=[O:11])[OH:12].[NH2:13][CH:14]([C:15](=[O:16])[N:17]([CH:18]([CH:19]([O:20][CH2:21][CH3:22])[O:23][CH2:24][CH3:25])[CH3:26])[CH2:27][c:28]1[c:29]2[c:30]([s:31][cH:32]1)[cH:33][cH:34][cH:35][cH:36]2)[CH2:37][C:38](=[O:39])[NH:40][C:41]([c:42]1[cH:43][cH:44][cH:45][cH:46][cH:47]1)([c:48]1[cH:49][cH:50][cH:51][cH:52][cH:53]1)[c:54]1[cH:55][cH:56][cH:57][cH:58][cH:59]1>>[CH2:1]([CH3:2])[NH:3][C:4](=[O:5])[NH:6][N:7]([CH3:8])[CH2:9][C:10](=[O:12])[NH:13][CH:14]([C:15](=[O:16])[N:17]([CH:18]([CH:19]([O:20][CH2:21][CH3:22])[O:23][CH2:24][CH3:25])[CH3:26])[CH2:27][c:28]1[c:29]2[c:30]([s:31][cH:32]1)[cH:33][cH:34][cH:35][cH:36]2)[CH2:37][C:38](=[O:39])[NH:40][C:41]([c:42]1[cH:43][cH:44][cH:45][cH:46][cH:47]1)([c:48]1[cH:49][cH:50][cH:51][cH:52][cH:53]1)[c:54]1[cH:55][cH:56][cH:57][cH:58][cH:59]1. Reactants: C(=O)C=C (acrolein), BrC(C(=O)OCC)C(=O)OCC (diethyl bromomalonate), C(CCC)N(CCCC)CCCC (tributylamine), C(C)O (ethanol), C(CCC)N(CCCC)CCCC (tributylamine), C(=O)C=C (acrolein). The solvent is C(C)(=O)O (acetic acid). Reaction conditions: time 2.5 hour. Product: C(=O)(OCC)C(CCC=O)C(=O)OCC (γ,γ-dicarbethoxybutyraldehyde). RXN SMILES: [CH:1]([CH:3]=[CH2:4])=[O:2].Br[CH:6]([C:12]([O:14][CH2:15][CH3:16])=[O:13])[C:7]([O:9][CH2:10][CH3:11])=[O:8].C(N(CCCC)CCCC)CCC.C(O)C>C(O)(=O)C>[C:7]([CH:6]([C:12]([O:14][CH2:15][CH3:16])=[O:13])[CH2:4][CH2:3][CH:1]=[O:2])([O:9][CH2:10][CH3:11])=[O:8]. Reported procedure: First, 100 ml acrolein was added to a solution of 180 g diethyl bromomalonate, 14 g tributylamine, and 600 ml ethanol while cooling in an ice bath. After 2-3 hours, an additional 1.5 g tributylamine and 20 ml acrolein was added. The stirring was continued for an additional 1 to 2 hours without additional cooling. The reaction mixture was neutralized with 7 ml glacial acetic acid and the ethanol and unreacted acrolein were removed on a rotary evaporator. The residue was diluted with 500 ml benzen... The reactants are CCOC(=O)c1ccc2[nH]cc(CCNC(=O)OC(C)(C)C)c2c1, CC(C)C[AlH]CC(C)C, CO, C1CCOC1, O=C(O)CC(O)(CC(=O)O)C(=O)O. Product: CC(C)(C)OC(=O)NCCc1c[nH]c2ccc(CO)cc12. Reaction SMILES: [C:1]([CH3:2])([CH3:3])([CH3:4])[O:5][C:6](=[O:7])[NH:8][CH2:9][CH2:10][c:11]1[cH:12][nH:13][c:14]2[cH:15][cH:16][c:17]([C:20](=[O:21])[O:22][CH2:23][CH3:24])[cH:18][c:19]12.[CH3:25][CH:26]([CH2:27][AlH:28][CH2:29][CH:30]([CH3:31])[CH3:32])[CH3:33].[CH3:34][OH:35].[O:49]1[CH2:50][CH2:51][CH2:52][CH2:53]1.[OH:36][C:37]([CH2:38][C:39]([C:40](=[O:41])[OH:42])([CH2:43][C:44](=[O:45])[OH:46])[OH:47])=[O:48]>>[C:1]([CH3:2])([CH3:3])([CH3:4])[O:5][C:6](=[O:7])[NH:8][CH2:9][CH2:10][c:11]1[cH:12][nH:13][c:14]2[cH:15][cH:16][c:17]([CH2:20][OH:21])[cH:18][c:19]12. Reactants: COC1(C(C=C(C2=CC=CC=C12)OC)=O)CCC(C)C (1,4-dimethoxy-1-(3-methylbutyl)naphthalen-2(1H)-one). The solvent is CO (methanol), [OH-].[Na+] (NaOH). Yields the product COC1(C(CC(C2=CC=CC=C12)=O)=O)CCC(C)C (4-methoxy-4-(3-methylbutyl)naphthalene-1,3(2H,4H)-dione). Yield: 90.7%. Reaction SMILES: [CH3:1][O:2][C:3]1([CH2:16][CH2:17][CH:18]([CH3:20])[CH3:19])[C:12]2[C:7](=[CH:8][CH:9]=[CH:10][CH:11]=2)[C:6]([O:13]C)=[CH:5][C:4]1=[O:15]>CO.[OH-].[Na+]>[CH3:1][O:2][C:3]1([CH2:16][CH2:17][CH:18]([CH3:20])[CH3:19])[C:12]2[C:7](=[CH:8][CH:9]=[CH:10][CH:11]=2)[C:6](=[O:13])[CH2:5][C:4]1=[O:15] |f:2.3|. Procedure details: A solution of Example 11B (35 mg, 0.127 mmol) in methanol (0.25 mL) and 1 N NaOH (0.25 mL) was stirred at 40° C. for 6 hours. The solution was concentrated in vacuo. Column chromatography on silica (7% methanol/dichloromethane) afforded the title compound (30 mg, 90%). 1H NMR (300 MHz, DMSO-d6) δ ppm 0.30-0.47 (m, 1H), 0.67 (dd, J=13.97, 6.62 Hz, 6H), 0.75-0.93 (m, 1H), 1.10-1.37 (m, 1H), 1.70-1.95 (m, 1H), 1.98-2.21 (m, 1H), 2.81 (s, 3H), 5.70-5.83 (m, 1H), 7.47 (t, 1H), 7.60 (d, 1H), 7.65 (t, ...